This data is from the Open Reaction Database (ORD), a public repository of structured organic reaction records. The task is: describe an organic reaction: reactants, conditions, products, and yield The reactants are Cl, CC1C(N=C(Nc2ccc3c(=O)n(CCc4ccc(F)cc4)cnc3c2)N2CC(NC(=O)OC(C)(C)C)C2)CC2CC1C2(C)C, CC(C)(C)OC(=O)NC1CNC1, C1COCCO1. Product: CC1C(N=C(Nc2ccc3c(=O)n(CCc4ccc(F)cc4)cnc3c2)N2CC(N)C2)CC2CC1C2(C)C. RXN SMILES: [ClH:58].[F:1][c:2]1[cH:3][cH:4][c:5]([CH2:8][CH2:9][n:10]2[cH:11][n:12][c:13]3[cH:14][c:15]([NH:21][C:22]([N:23]4[CH2:24][CH:25]([NH:27][C:28](=[O:29])[O:30][C:31]([CH3:32])([CH3:33])[CH3:34])[CH2:26]4)=[N:35][CH:36]4[CH:37]([CH3:45])[CH:38]5[C:39]([CH3:43])([CH3:44])[CH:40]([CH2:41]4)[CH2:42]5)[cH:16][cH:17][c:18]3[c:19]2=[O:20])[cH:6][cH:7]1.[NH:46]1[CH2:47][CH:48]([NH:49][C:50](=[O:51])[O:52][C:53]([CH3:54])([CH3:55])[CH3:56])[CH2:57]1.[O:59]1[CH2:60][CH2:61][O:62][CH2:63][CH2:64]1>>[F:1][c:2]1[cH:3][cH:4][c:5]([CH2:8][CH2:9][n:10]2[cH:11][n:12][c:13]3[cH:14][c:15]([NH:21][C:22]([N:23]4[CH2:24][CH:25]([NH2:27])[CH2:26]4)=[N:35][CH:36]4[CH:37]([CH3:45])[CH:38]5[C:39]([CH3:43])([CH3:44])[CH:40]([CH2:41]4)[CH2:42]5)[cH:16][cH:17][c:18]3[c:19]2=[O:20])[cH:6][cH:7]1.